This data is from the Open Reaction Database (ORD), a public repository of structured organic reaction records. The task is: describe an organic reaction: reactants, conditions, products, and yield Reactants: ClC1=NC=2C=CC=CC2C2=C1N=C(N2CC(O)(C)C)COCC (4-Chloro-α,α-dimethyl-2-ethoxymethyl-1H-imidazo[4,5-c]quinoline-1-ethanol), N (ammonia). Product: NC1=NC=2C=CC=CC2C2=C1N=C(N2CC(O)(C)C)COCC (4-Amino-α,α-dimethyl-2-ethoxymethyl-1H-imidazo[4,5-c]quinoline-1-ethanol). RXN SMILES: Cl[C:2]1[C:11]2[N:12]=[C:13]([CH2:20][O:21][CH2:22][CH3:23])[N:14]([CH2:15][C:16]([CH3:19])([CH3:18])[OH:17])[C:10]=2[C:9]2[CH:8]=[CH:7][CH:6]=[CH:5][C:4]=2[N:3]=1.[NH3:24]>>[NH2:24][C:2]1[C:11]2[N:12]=[C:13]([CH2:20][O:21][CH2:22][CH3:23])[N:14]([CH2:15][C:16]([CH3:19])([CH3:18])[OH:17])[C:10]=2[C:9]2[CH:8]=[CH:7][CH:6]=[CH:5][C:4]=2[N:3]=1. Procedure: 4-Chloro-α,α-dimethyl-2-ethoxymethyl-1H-imidazo[4,5-c]quinoline-1-ethanol (1.0 g, 3 mmol, Example 100) and 7% methanolic ammonia (30 mL) were placed in a steel pressure vessel at about 150°-160° C. for 6 hours. The vessel was cooled to below room temperature and the reaction solution removed and treated with methanolic potassium hydroxide. The solution was then evaporated to a low volume and diluted with water. The resulting precipitate was collected, washed with water and dried to provide 0.7 g... Starting materials: CS(=O)(=O)Cl, CCO, ClCCl, Nc1ccc2c(c1)C(=O)CCC2, [Na+], O=C([O-])O, c1ccncc1. The product is CS(=O)(=O)Nc1ccc2c(c1)C(=O)CCC2. As a reaction SMILES: [CH3:19][S:20]([Cl:21])(=[O:22])=[O:23].[CH3:32][CH2:33][OH:34].[Cl:29][CH2:30][Cl:31].[NH2:1][c:2]1[cH:3][cH:4][c:5]2[c:10]([cH:11]1)[C:9](=[O:12])[CH2:8][CH2:7][CH2:6]2.[Na+:28].[O-:24][C:25]([OH:26])=[O:27].[cH:13]1[cH:14][cH:15][n:16][cH:17][cH:18]1>>[NH:1]([c:2]1[cH:3][cH:4][c:5]2[c:10]([cH:11]1)[C:9](=[O:12])[CH2:8][CH2:7][CH2:6]2)[S:20]([CH3:19])(=[O:22])=[O:23]. The reactants are N[C@@H](CC1=CC=C(C=C1)O)C(=O)OC.Cl (Tyr-OMe.HCl), HClO4. Solvent: C(C)(=O)OC(C)(C)C (tert-butyl acetate). Conditions: time 4 day. Product: N[C@@H](CC1=CC(=C(C=C1)O)C(C)(C)C)C(=O)OC (Tyr(3-tBu)-OMe). RXN SMILES: [NH2:1][C@H:2]([C:11]([O:13][CH3:14])=[O:12])[CH2:3][C:4]1[CH:9]=[CH:8][C:7]([OH:10])=[CH:6][CH:5]=1.Cl>C(OC(C)(C)C)(=O)C>[NH2:1][C@H:2]([C:11]([O:13][CH3:14])=[O:12])[CH2:3][C:4]1[CH:5]=[CH:6][C:7]([OH:10])=[C:8]([C:4]([CH3:9])([CH3:5])[CH3:3])[CH:9]=1 |f:0.1|. Procedure details: To a solution of 25.0 g (0.108 mol) of Tyr-OMe.HCl in 500 ml of tert-butyl acetate, 18 ml (0.204 mol) of 70% HClO4 was added and the mixture was stirred at room temperature for 4 days. The reaction mixture was concentrated under reduced pressure and the resulting residue was dissolved in 400 ml of ethyl acetate; thereafter, the solution was poured into 800 ml of a saturated aqueous solution of NaHCO3 and the mixture was stirred. The organic layer was taken out and washed first with a saturated a... The reactants are C(C1=CC=CC=C1)OC1=C(C=C(C(=O)NC=2C(=CC(=NC2)OC[C@H](C)NC(OC(C)(C)C)=O)Cl)C=C1)F (tert-butyl ((2S)-1-((5-((4-(benzyloxy)-3-fluorobenzoyl)amino)-4-chloropyridin-2-yl)oxy)propan-2-yl)carbamate), C([O-])([O-])=O.[K+].[K+] (potassium carbonate), C(C)(=O)OCC (ethyl acetate). Reagents/catalysts: [Cu]I (copper(I) iodide). The solvent is CN(C)C=O (DMF). Run at temperature 160 celsius, time 2 hour. The product is C(C1=CC=CC=C1)OC1=C(C=C(C=C1)C=1OC2=C(C=NC(=C2)OC[C@H](C)NC(OC(C)(C)C)=O)N1)F (tert-butyl ((2S)-1-((2-(4-(benzyloxy)-3-fluorophenyl)[1,3]oxazolo[4,5-c]pyridin-6-yl)oxy)propan-2-yl)carbamate). The yield is 24.1%. As a reaction SMILES: [CH2:1]([O:8][C:9]1[CH:36]=[CH:35][C:12]([C:13]([NH:15][C:16]2[C:17](Cl)=[CH:18][C:19]([O:22][CH2:23][C@@H:24]([NH:26][C:27](=[O:33])[O:28][C:29]([CH3:32])([CH3:31])[CH3:30])[CH3:25])=[N:20][CH:21]=2)=[O:14])=[CH:11][C:10]=1[F:37])[C:2]1[CH:7]=[CH:6][CH:5]=[CH:4][CH:3]=1.C(=O)([O-])[O-].[K+].[K+].C(OCC)(=O)C>CN(C=O)C.[Cu]I>[CH2:1]([O:8][C:9]1[CH:36]=[CH:35][C:12]([C:13]2[O:14][C:17]3[CH:18]=[C:19]([O:22][CH2:23][C@@H:24]([NH:26][C:27](=[O:33])[O:28][C:29]([CH3:32])([CH3:31])[CH3:30])[CH3:25])[N:20]=[CH:21][C:16]=3[N:15]=2)=[CH:11][C:10]=1[F:37])[C:2]1[CH:7]=[CH:6][CH:5]=[CH:4][CH:3]=1 |f:1.2.3|. Procedure: A suspension of tert-butyl ((2S)-1-((5-((4-(benzyloxy)-3-fluorobenzoyl)amino)-4-chloropyridin-2-yl)oxy)propan-2-yl)carbamate (6.02 g), potassium carbonate (3.14 g) and copper(I) iodide (216 mg) in DMF (30 mL) was stirred at 160° C. for 2 hr. The reaction mixture was subjected to silica gel chromatography (NH, ethyl acetate), washed with saturated brine, and dried over anhydrous magnesium sulfate. The solvent was evaporated, and the obtained solid was washed with ethyl acetate/hexane to give the ... Starting materials: Cl (hydrochloric acid), NCC1C(C=2C(=C3C=CC(NC3=C(C2)C)=O)O1)C ((2RS,3SR)-2-aminomethyl-3,5-dimethyl-2,3,6,7-tetrahydrofuro-[2,3-f]quinoline-7-one), [H][H] (hydrogen). The reagents and catalysts are [C].[Pd] (palladium-carbon). The solvent is O (water). Product: NCC1C(C=2C(=C3CCC(NC3=C(C2)C)=O)O1)C ((2RS,3SR)-2-Aminomethyl-3,5-dimethyl-2,3,6,7,8,9-hexahydrofuro-[2,3-f]quinoline-7-one). Yield: 82.4%. As a reaction SMILES: Cl.[NH2:2][CH2:3][CH:4]1[O:18][C:7]2=[C:8]3[C:13](=[C:14]([CH3:16])[CH:15]=[C:6]2[CH:5]1[CH3:19])[NH:12][C:11](=[O:17])[CH:10]=[CH:9]3.[H][H]>O.[C].[Pd]>[NH2:2][CH2:3][CH:4]1[O:18][C:7]2=[C:8]3[C:13](=[C:14]([CH3:16])[CH:15]=[C:6]2[CH:5]1[CH3:19])[NH:12][C:11](=[O:17])[CH2:10][CH2:9]3 |f:4.5|. Procedure: The hydrochloric acid salt of (2RS,3SR)-2-aminomethyl-3,5-dimethyl-2,3,6,7-tetrahydrofuro-[2,3-f]quinoline-7-one obtained in Example 12 (575 mg, 2.05 mmol) in water (20 ml) was combined with 10% palladium-carbon (600 mg), then stirred in the presence of hydrogen gas at 80° C. for 4 hours. From the reaction mixture, palladium-carbon was filtered off. Water was distilled off under reduced pressure, and the residue was recrystallized from a solvent mixture of methanol--ether. As a result, 416 mg of... The reactants are C(=O)(OC)C1=C(OCC#N)C=C(C=C1)Cl (2-(2-Carbomethoxy-5-chlorophenoxy)acetonitrile), C[O-].[Na+] (sodium methoxide). Run in C1=CC=CC=C1 (benzene). Product: ClC=1C=CC2=C(OC(=C2O)C#N)C1 (6-Chloro-3-hydroxybenzo[b]furan-2-carbonitrile). Yield: 98.1%. As a reaction SMILES: [C:1]([C:5]1[CH:14]=[CH:13][C:12]([Cl:15])=[CH:11][C:6]=1[O:7][CH2:8][C:9]#[N:10])(OC)=[O:2].C[O-].[Na+]>C1C=CC=CC=1>[Cl:15][C:12]1[CH:13]=[CH:14][C:5]2[C:1]([OH:2])=[C:8]([C:9]#[N:10])[O:7][C:6]=2[CH:11]=1 |f:1.2|. Procedure: A mixture of 2-(2-carbomethoxy-5-chlorophenoxy)acetonitrile (22.6 g, 0.1 mol, described in Example 2) and sodium methoxide (0.2 mol, prepared from 4.6 g sodium metal and 50 mL dry methanol) in benzene (400 mL) was stirred and refluxed for 2 hr. After cooling, the precipitate was collected and dissolved in water. The solution was acidified with concentrated hydrochloric acid. The precipitate was extracted into diethyl ether and the solution was dried and evaporated. The solid residue was triturat...